This data is from the Open Reaction Database (ORD), a public repository of structured organic reaction records. The task is: describe an organic reaction: reactants, conditions, products, and yield The reactants are BrC=1C=C(C(N(C1)C)=O)NC1=NC=C(C=C1)N1CCNCC1 (5-Bromo-1-methyl-3-(5-(piperazin-1-yl)pyridin-2-ylamino)pyridin-2(1H)-one), O1CC(C1)=O (oxetan-3-one), [BH3-]C#N.[Na+] (NaBH3CN), O (water). Reagents/catalysts: [Cl-].[Zn+2].[Cl-] (zinc chloride). The solvent is CO (methanol). Conditions: temperature 50 celsius, time 5 hour. Yields the product BrC=1C=C(C(N(C1)C)=O)NC1=NC=C(C=C1)N1CCN(CC1)C1COC1 (5-Bromo-1-methyl-3-(5-(4-(oxetan-3-yl)piperazin-1-yl)pyridin-2-ylamino)pyridin-2(1H)-one). Yield: 60.9%. As a reaction SMILES: [Br:1][C:2]1[CH:3]=[C:4]([NH:10][C:11]2[CH:16]=[CH:15][C:14]([N:17]3[CH2:22][CH2:21][NH:20][CH2:19][CH2:18]3)=[CH:13][N:12]=2)[C:5](=[O:9])[N:6]([CH3:8])[CH:7]=1.[O:23]1[CH2:26][C:25](=O)[CH2:24]1.[BH3-]C#N.[Na+].O>CO.[Cl-].[Zn+2].[Cl-]>[Br:1][C:2]1[CH:3]=[C:4]([NH:10][C:11]2[CH:16]=[CH:15][C:14]([N:17]3[CH2:22][CH2:21][N:20]([CH:25]4[CH2:26][O:23][CH2:24]4)[CH2:19][CH2:18]3)=[CH:13][N:12]=2)[C:5](=[O:9])[N:6]([CH3:8])[CH:7]=1 |f:2.3,6.7.8|. Reported procedure: A mixture of 101j (2.75 g, 7.5 mmol), oxetan-3-one (1.6 g, 22.7 mmol), NaBH3CN (4.75 g, 22.5 mmol), and zinc chloride (3 g, 22.7 mmol) in methanol (125 mL) was stirred for 5 hours at 50° C. The mixture was added to water and extracted with methylene chloride for three times. The organic layers were concentrated under reduced pressure. The residue was purified by column chromatography eluting with 25:1 methylene chloride/methanol to give 101k (1.92 g, 61%). MS: [M+H]+ 420. 1H NMR (500 MHz, DMSO) ... Product: C(C)(C)(C)OC(=O)N1CCC(CC1)(C(=O)OC)CCCC(=O)OC (Methyl 4-(1-(tert-butoxycarbonyl)-4-(methoxycarbonyl)piperidin-4-yl)butanoate). Solvent: ClCCl.CO (dichloromethane methanol). Reaction conditions: time 15 minute. Isolated yield 82.4%. Procedure: To a solution of 4-(1-(tert-butoxycarbonyl)-4-(methoxy-carbonyl)piperidin-4-yl)butanoic acid (23.4 g, 0.071 mol) from Step D in 3:1 dichloromethane/methanol (480 mL) at 0° C. was added a solution of trimethylsilyldiazomethane (53 mL, 0.11 mol, 2.0M in hexane). The reaction mixture was stirred for 15 min and then concentrated to afford 25.5 g. The residue was purified by flash chromatography eluting with 20–30% ethyl acetate in hexanes to give the title compound (20.1 g). As a reaction SMILES: [C:1]([O:5][C:6]([N:8]1[CH2:13][CH2:12][C:11]([CH2:18][CH2:19][CH2:20][C:21]([OH:23])=[O:22])([C:14]([O:16][CH3:17])=[O:15])[CH2:10][CH2:9]1)=[O:7])([CH3:4])([CH3:3])[CH3:2].[CH3:24][Si](C=[N+]=[N-])(C)C>ClCCl.CO>[C:1]([O:5][C:6]([N:8]1[CH2:9][CH2:10][C:11]([CH2:18][CH2:19][CH2:20][C:21]([O:23][CH3:24])=[O:22])([C:14]([O:16][CH3:17])=[O:15])[CH2:12][CH2:13]1)=[O:7])([CH3:4])([CH3:2])[CH3:3] |f:2.3|. The reactants are C(C)(C)(C)OC(=O)N1CCC(CC1)(C(=O)OC)CCCC(=O)O (4-(1-(tert-Butoxycarbonyl)-4-(methoxycarbonyl)piperidin-4-yl)butanoic acid), C[Si](C)(C)C=[N+]=[N-] (trimethylsilyldiazomethane).